From a dataset of the Open Reaction Database (ORD), a public repository of structured organic reaction records. describe an organic reaction: reactants, conditions, products, and yield Starting materials: COc1ccc(P2(=S)SP(=S)(c3ccc(OC)cc3)S2)cc1, Cc1ccccc1, CCOC(C)=O, Cl, CCC(=O)Nc1n[nH]c(-c2ccc(F)cc2)c1-c1ccncc1. The product is CCC(=S)Nc1n[nH]c(-c2ccc(F)cc2)c1-c1ccncc1. Reaction SMILES: [CH3:24][O:25][c:26]1[cH:27][cH:28][c:29]([P:30]2(=[S:31])[S:32][P:34](=[S:35])([c:36]3[cH:37][cH:38][c:39]([O:40][CH3:41])[cH:42][cH:43]3)[S:33]2)[cH:44][cH:45]1.[CH3:46][c:47]1[cH:48][cH:49][cH:50][cH:51][cH:52]1.[CH3:54][CH2:55][O:56][C:57](=[O:58])[CH3:59].[ClH:53].[F:1][c:2]1[cH:3][cH:4][c:5](-[c:8]2[c:9](-[c:18]3[cH:19][cH:20][n:21][cH:22][cH:23]3)[c:10]([NH:13][C:14]([CH2:15][CH3:16])=[O:17])[n:11][nH:12]2)[cH:6][cH:7]1>>[F:1][c:2]1[cH:3][cH:4][c:5](-[c:8]2[c:9](-[c:18]3[cH:19][cH:20][n:21][cH:22][cH:23]3)[c:10]([NH:13][C:14]([CH2:15][CH3:16])=[S:33])[n:11][nH:12]2)[cH:6][cH:7]1.